This data is from the Open Reaction Database (ORD), a public repository of structured organic reaction records. The task is: describe an organic reaction: reactants, conditions, products, and yield Reactants: C[Al](C)C (AlMe3), CO (MeOH), N#N (N2), FC=1C=C(CNC(=O)NC=2SC=C(N2)CN(C(=O)C2=C(N=NC(=C2)OC)Cl)C)C=CC1 (1-(3-fluorobenzyl)-3-(4-((3-chloro-6-methoxy-N-methylpyridazine-4-carboxamido)methyl)-thiazol-2-yl)urea). The reagents and catalysts are C=1C=CC(=CC1)[P](C=2C=CC=CC2)(C=3C=CC=CC3)[Pd]([P](C=4C=CC=CC4)(C=5C=CC=CC5)C=6C=CC=CC6)([P](C=7C=CC=CC7)(C=8C=CC=CC8)C=9C=CC=CC9)[P](C=1C=CC=CC1)(C=1C=CC=CC1)C=1C=CC=CC1 (Pd(PPh3)4). Run in O1CCOCC1 (1,4-dioxane). Yields the product FC=1C=C(CNC(NC=2SC=C(N2)CN(C(=O)C2=C(N=NC(=C2)OC)C)C)=O)C=CC1 (6-methoxy-3-methyl-pyridazine-4-carboxylic acid {2-[3-(3-fluoro-benzyl)-ureido]-thiazol-4-ylmethyl}-methyl-amide). The yield is 52.0%. Reaction SMILES: N#N.[F:3][C:4]1[CH:5]=[C:6]([CH:31]=[CH:32][CH:33]=1)[CH2:7][NH:8][C:9]([NH:11][C:12]1[S:13][CH:14]=[C:15]([CH2:17][N:18]([CH3:30])[C:19]([C:21]2[CH:26]=[C:25]([O:27][CH3:28])[N:24]=[N:23][C:22]=2Cl)=[O:20])[N:16]=1)=[O:10].[CH3:34][Al](C)C.CO>O1CCOCC1.C1C=CC([P]([Pd]([P](C2C=CC=CC=2)(C2C=CC=CC=2)C2C=CC=CC=2)([P](C2C=CC=CC=2)(C2C=CC=CC=2)C2C=CC=CC=2)[P](C2C=CC=CC=2)(C2C=CC=CC=2)C2C=CC=CC=2)(C2C=CC=CC=2)C2C=CC=CC=2)=CC=1>[F:3][C:4]1[CH:5]=[C:6]([CH:31]=[CH:32][CH:33]=1)[CH2:7][NH:8][C:9](=[O:10])[NH:11][C:12]1[S:13][CH:14]=[C:15]([CH2:17][N:18]([CH3:30])[C:19]([C:21]2[CH:26]=[C:25]([O:27][CH3:28])[N:24]=[N:23][C:22]=2[CH3:34])=[O:20])[N:16]=1 |^1:49,51,70,89|. Procedure: N2 was bubbled for 15 minutes through a solution of 1-(3-fluorobenzyl)-3-(4-((3-chloro-6-methoxy-N-methylpyridazine-4-carboxamido)methyl)-thiazol-2-yl)urea (118 mg, 0.25 mmol) in 1,4-dioxane. Pd(PPh3)4 (15 mg, 13 μmol) was added followed by AlMe3 (250 μl, 2 M in toluene, 0.51 mmol). The mixture was refluxed for 4 hours and MeOH was added. Silica (300 mg) was added and the volatiles were removed in vacuo. The residue was brought on a column and purified by chromatography (CH2Cl2+5% 7N NH3 in MeOH... Reactants: C(C)(=O)N1CCC(CC1)(C1=CC=CC=C1)O (1-acetyl-4-hydroxy-4-phenylpiperidine), FC1=CC=C(C=C1)C(F)(F)F (4-fluorobenzotrifluoride), ice water, [H-].[Na+] (sodium hydride). The solvent is CN(C=O)C (dimethylformamide), CN(C=O)C (dimethylformamide), CN(C=O)C (dimethylformamide). Reaction conditions: temperature 70 celsius, time 25 hour. Yields the product C(C)(=O)N1CCC(CC1)(OC1=CC=C(C=C1)C(F)(F)F)C1=CC=CC=C1 (1-acetyl-4-phenyl-4-(4-trifluoromethylphenoxy)piperidine). Isolated yield 32.6%. As a reaction SMILES: [H-].[Na+].[C:3]([N:6]1[CH2:11][CH2:10][C:9]([OH:18])([C:12]2[CH:17]=[CH:16][CH:15]=[CH:14][CH:13]=2)[CH2:8][CH2:7]1)(=[O:5])[CH3:4].F[C:20]1[CH:25]=[CH:24][C:23]([C:26]([F:29])([F:28])[F:27])=[CH:22][CH:21]=1>CN(C)C=O>[C:3]([N:6]1[CH2:11][CH2:10][C:9]([C:12]2[CH:17]=[CH:16][CH:15]=[CH:14][CH:13]=2)([O:18][C:20]2[CH:25]=[CH:24][C:23]([C:26]([F:29])([F:28])[F:27])=[CH:22][CH:21]=2)[CH2:8][CH2:7]1)(=[O:5])[CH3:4] |f:0.1|. Reported procedure: A stirred suspension of sodium hydride (60% in oil, 2.0 g) in 50 ml of dimethylformamide was treated with a solution of 9.8 g of 1-acetyl-4-hydroxy-4-phenylpiperidine in 80 ml of dimethylformamide and then heated at 70° C. for 1 hour. After cooling to room temperature a solution of 8.06 g of 4-fluorobenzotrifluoride in 20 ml of dimethylformamide was added dropwise and the reaction allowed to proceed for 25 hours. The reaction mixture was then poured into 400 ml of ice water and the aqueous suspe... Yields the product O=C(O)C(=NOC(c1ccccc1)(c1ccccc1)c1ccccc1)c1csc(NC(c2ccccc2)(c2ccccc2)c2ccccc2)n1. As a reaction SMILES: [Al+3:54].[CH2:1]([CH3:2])[O:3][C:4]([C:5](=[N:6][O:7][C:8]([c:9]1[cH:10][cH:11][cH:12][cH:13][cH:14]1)([c:15]1[cH:16][cH:17][cH:18][cH:19][cH:20]1)[c:21]1[cH:22][cH:23][cH:24][cH:25][cH:26]1)[c:27]1[n:28][c:29]([NH:32][C:33]([c:34]2[cH:35][cH:36][cH:37][cH:38][cH:39]2)([c:40]2[cH:41][cH:42][cH:43][cH:44][cH:45]2)[c:46]2[cH:47][cH:48][cH:49][cH:50][cH:51]2)[s:30][cH:31]1)=[O:52].[CH2:59]1[O:60][CH2:61][CH2:62][CH2:63]1.[H-:53].[H-:56].[H-:57].[H-:58].[Li+:55]>>[O:3]=[C:4]([C:5](=[N:6][O:7][C:8]([c:9]1[cH:10][cH:11][cH:12][cH:13][cH:14]1)([c:15]1[cH:16][cH:17][cH:18][cH:19][cH:20]1)[c:21]1[cH:22][cH:23][cH:24][cH:25][cH:26]1)[c:27]1[n:28][c:29]([NH:32][C:33]([c:34]2[cH:35][cH:36][cH:37][cH:38][cH:39]2)([c:40]2[cH:41][cH:42][cH:43][cH:44][cH:45]2)[c:46]2[cH:47][cH:48][cH:49][cH:50][cH:51]2)[s:30][cH:31]1)[OH:52]. Starting materials: [Al+3], CCOC(=O)C(=NOC(c1ccccc1)(c1ccccc1)c1ccccc1)c1csc(NC(c2ccccc2)(c2ccccc2)c2ccccc2)n1, C1CCOC1, [H-], [H-], [H-], [H-], [Li+]. The reactants are OC(CN1C=NC=C1)(COCC1=CC=C(C=C1)OC)C (1-[2-hydroxy-2-methyl-3-[(4-methoxyphenyl)methoxy]propyl]-1H-imidazole), CC(C)([O-])C.[K+] (potassium tert butoxide), Cl (hydrochloric acid), BrCCCCCC(=O)OCC (ethyl 6-bromohexanoate). Run in CS(=O)C (dimethylsulphoxide), O (water), CS(=O)C (dimethyl sulphoxide). Conditions: time 5 minute. Product: N1(C=NC=C1)C(C(OCCCCCC(=O)OCC)COCC1=CC=C(C=C1)OC)C (Ethyl 6-[2-(1H-imidazol-1-yl)-1-[[(4-methoxyphenyl)methoxy]methyl]propoxy]hexanoate). As a reaction SMILES: [OH:1][C:2](C)([CH2:9][O:10][CH2:11][C:12]1[CH:17]=[CH:16][C:15]([O:18][CH3:19])=[CH:14][CH:13]=1)[CH2:3][N:4]1[CH:8]=[CH:7][N:6]=[CH:5]1.[CH3:21]C(C)([O-])C.[K+].Br[CH2:28][CH2:29][CH2:30][CH2:31][CH2:32][C:33]([O:35][CH2:36][CH3:37])=[O:34].Cl>CS(C)=O.O>[N:4]1([CH:3]([CH3:21])[CH:2]([CH2:9][O:10][CH2:11][C:12]2[CH:13]=[CH:14][C:15]([O:18][CH3:19])=[CH:16][CH:17]=2)[O:1][CH2:28][CH2:29][CH2:30][CH2:31][CH2:32][C:33]([O:35][CH2:36][CH3:37])=[O:34])[CH:8]=[CH:7][N:6]=[CH:5]1 |f:1.2|. Reported procedure: To a solution of 1-[2-hydroxy-2-methyl-3-[(4-methoxyphenyl)methoxy]propyl]-1H-imidazole (3.2 g, 0.0116 mol) in dimethylsulphoxide (20 ml) at 10° C., potassium tert butoxide (2.1 g, 0.018 mol) was added in portions over 10 min. CAUTION (see, L. Bretherick, Royal Society of Chemistry, Hazards in the Chemical Laboratory, 3rd Ed. p. 307). After stirring for 5 mins. a solution of ethyl 6-bromohexanoate (2.58 g, 0.0116 mol) in dimethyl sulphoxide (5 ml) was added, the reaction mixture warmed to room t... Starting materials: CCOC(=O)c1[nH]c2cc(Cl)cc(Cl)c2c1C=CC(=O)Nc1ccccc1, C[Si](C)(C)[N-][Si](C)(C)C, C[Si](C)(C)CCOCCl, [Na+], CN(C)C=O, O. The product is CCOC(=O)c1c(C=CC(=O)Nc2ccccc2)c2c(Cl)cc(Cl)cc2n1COCC[Si](C)(C)C. As a reaction SMILES: [CH2:1]([CH3:2])[O:3][C:4](=[O:5])[c:6]1[nH:7][c:8]2[cH:9][c:10]([Cl:27])[cH:11][c:12]([Cl:26])[c:13]2[c:14]1[CH:15]=[CH:16][C:17]([NH:18][c:19]1[cH:20][cH:21][cH:22][cH:23][cH:24]1)=[O:25].[CH3:28][Si:29]([N-:30][Si:31]([CH3:32])([CH3:33])[CH3:34])([CH3:35])[CH3:36].[CH3:38][Si:39]([CH3:40])([CH3:41])[CH2:42][CH2:43][O:44][CH2:45][Cl:46].[Na+:37].[O:47]=[CH:48][N:49]([CH3:50])[CH3:51].[OH2:52]>>[CH2:1]([CH3:2])[O:3][C:4](=[O:5])[c:6]1[n:7]([CH2:45][O:44][CH2:43][CH2:42][Si:39]([CH3:38])([CH3:40])[CH3:41])[c:8]2[cH:9][c:10]([Cl:27])[cH:11][c:12]([Cl:26])[c:13]2[c:14]1[CH:15]=[CH:16][C:17]([NH:18][c:19]1[cH:20][cH:21][cH:22][cH:23][cH:24]1)=[O:25].